Dataset: the Open Reaction Database (ORD), a public repository of structured organic reaction records. Task: describe an organic reaction: reactants, conditions, products, and yield The reactants are COC(C(C(C1=NC(=NC=C1)SC)=O)C1=CC=C(C=C1)F)=O (2-(4-fluorophenyl)-3-oxo-3-(2-methylsulfanyl-pyrimidin-4-yl)-propionic acid methyl ester), COC(C(C(C1=CC=NC=C1)=O)C1=CC=C(C=C1)F)=O (2-(4-fluorophenyl)-3-oxo-3-pyridin-4-yl-propionic acid methyl ester). The product is FC1=CC=C(C=C1)C1=C(NOC1=O)C1=NC(=NC=C1)SC (4-(4-Fluorophenyl)-3-(2-methylsulfanyl-pyrimidin-4-yl)-2H-isoxazol-5-one). RXN SMILES: C[O:2][C:3](=[O:22])[CH:4]([C:15]1[CH:20]=[CH:19][C:18]([F:21])=[CH:17][CH:16]=1)[C:5](=O)[C:6]1[CH:11]=[CH:10][N:9]=[C:8]([S:12][CH3:13])[N:7]=1.COC(=O)C(C1C=CC(F)=CC=1)C(=O)C1C=C[N:31]=CC=1>>[F:21][C:18]1[CH:19]=[CH:20][C:15]([C:4]2[C:3](=[O:22])[O:2][NH:31][C:5]=2[C:6]2[CH:11]=[CH:10][N:9]=[C:8]([S:12][CH3:13])[N:7]=2)=[CH:16][CH:17]=1. Procedure: Using the procedure from Example 1l set forth above, substitute 2-(4-fluorophenyl)-3-oxo-3-(2-methylsulfanyl-pyrimidin-4-yl)-propionic acid methyl ester for 2-(4-fluorophenyl)-3-oxo-3-pyridin-4-yl-propionic acid methyl ester to produce the title compound. Starting materials: C[Si](C)(C)[N-][Si](C)(C)C.[Na+] (Sodium bis-(trimethylsilyl)amide), solution, S(=O)(=O)(O)O.C1(CC1)C1=NOC(=C1)C1N(CCC1)C(N)=N (2-(3-cyclopropylisoxazol-5-yl)pyrrolidine-1-carboximidamide mono sulphate), COCC(CC(=O)OC)=O (methyl 4-methoxyacetoacetate). Run in C1CCOC1 (THF), CO (methanol). Yields the product C1(CC1)C1=NOC(=C1)C1N(CCC1)C1=NC(=CC(=N1)O)COC (2-[2-(3-Cyclopropylisoxazol-5-yl]pyrrolidin-1-yl]-4-hydroxy-6-methoxymethylpyrimidine). The yield is 29.3%. RXN SMILES: C[Si]([N-][Si](C)(C)C)(C)C.[Na+].S(O)(O)(=O)=O.[CH:16]1([C:19]2[CH:23]=[C:22]([CH:24]3[CH2:28][CH2:27][CH2:26][N:25]3[C:29](=[NH:31])[NH2:30])[O:21][N:20]=2)[CH2:18][CH2:17]1.C[O:33][CH2:34][C:35](=O)[CH2:36][C:37]([O:39][CH3:40])=O>C1COCC1.CO>[CH:16]1([C:19]2[CH:23]=[C:22]([CH:24]3[CH2:28][CH2:27][CH2:26][N:25]3[C:29]3[N:30]=[C:34]([OH:33])[CH:35]=[C:36]([CH2:37][O:39][CH3:40])[N:31]=3)[O:21][N:20]=2)[CH2:17][CH2:18]1 |f:0.1,2.3|. Procedure details: Sodium bis-(trimethylsilyl)amide (3.65 ml of a 2M solution in THF, 7.3 mmol) was added to a solution of 2-(3-cyclopropylisoxazol-5-yl)pyrrolidine-1-carboximidamide mono sulphate (Method 17) (1.83 g, 6.09 mmol) and methyl 4-methoxyacetoacetate (0.867 ml, 6.7 mmol) in methanol (30 ml) and the mixture heated at reflux for 4 hours. The solvent was removed by evaporation and the residue purified by chromatography on silica gel eluting with DCM/Methanol (100:0 increasing in polarity to 95:5). The puri... The reactants are CCN(CC)S(F)(F)F, ClCCl, O=C1c2cc(COc3ccccc3)nn2CC(CO)N1c1ccc(F)cc1. The product is O=C1c2cc(COc3ccccc3)nn2CC(CF)N1c1ccc(F)cc1. Reaction SMILES: [CH2:1]([N:2]([S:3]([F:4])([F:5])[F:7])[CH2:6][CH3:8])[CH3:9].[Cl:37][CH2:38][Cl:39].[F:10][c:11]1[cH:12][cH:13][c:14]([N:17]2[C:18](=[O:36])[c:19]3[n:20]([n:25][c:26]([CH2:28][O:29][c:30]4[cH:31][cH:32][cH:33][cH:34][cH:35]4)[cH:27]3)[CH2:21][CH:22]2[CH2:23][OH:24])[cH:15][cH:16]1>>[F:7][CH2:23][CH:22]1[N:17]([c:14]2[cH:13][cH:12][c:11]([F:10])[cH:16][cH:15]2)[C:18](=[O:36])[c:19]2[n:20]([n:25][c:26]([CH2:28][O:29][c:30]3[cH:31][cH:32][cH:33][cH:34][cH:35]3)[cH:27]2)[CH2:21]1.